From a dataset of the Open Reaction Database (ORD), a public repository of structured organic reaction records. describe an organic reaction: reactants, conditions, products, and yield The reactants are C(C1=CC=CC=C1)N1N=C2C=C(C=CC2=C1)C=1C=C(N2N=CN=C(C21)N)C2CCNCC2 (5-(2-benzyl-2H-indazol-6-yl)-7-piperidin-4-ylpyrrolo[2,1-f][1,2,4]triazin-4-amine), C=O (formaldehyde), C(C)(=O)O[BH-](OC(C)=O)OC(C)=O.[Na+] (sodium triacetoxyborohydride). Run in ClCCl (dichloromethane), ClCCl (dichloromethane). Run at time 17 hour. The product is C(C1=CC=CC=C1)N1N=C2C=C(C=CC2=C1)C=1C=C(N2N=CN=C(C21)N)C2CCN(CC2)C (5-(2-benzyl-2H-indazol-6-yl)-7-(1-methylpiperidin-4-yl)pyrrolo[2,1-f][1,2,4]triazin-4-amine). The yield is 16.5%. Reaction SMILES: [CH2:1]([N:8]1[CH:16]=[C:15]2[C:10]([CH:11]=[C:12]([C:17]3[CH:18]=[C:19]([CH:27]4[CH2:32][CH2:31][NH:30][CH2:29][CH2:28]4)[N:20]4[C:25]=3[C:24]([NH2:26])=[N:23][CH:22]=[N:21]4)[CH:13]=[CH:14]2)=[N:9]1)[C:2]1[CH:7]=[CH:6][CH:5]=[CH:4][CH:3]=1.C=O.[C:35](O[BH-](OC(=O)C)OC(=O)C)(=O)C.[Na+]>ClCCl>[CH2:1]([N:8]1[CH:16]=[C:15]2[C:10]([CH:11]=[C:12]([C:17]3[CH:18]=[C:19]([CH:27]4[CH2:32][CH2:31][N:30]([CH3:35])[CH2:29][CH2:28]4)[N:20]4[C:25]=3[C:24]([NH2:26])=[N:23][CH:22]=[N:21]4)[CH:13]=[CH:14]2)=[N:9]1)[C:2]1[CH:3]=[CH:4][CH:5]=[CH:6][CH:7]=1 |f:2.3|. Procedure: To a solution of 5-(2-benzyl-2H-indazol-6-yl)-7-piperidin-4-ylpyrrolo[2,1-f][1,2,4]triazin-4-amine (75 mg, 0.18 mmol) in dichloromethane (2 mL) was added formaldehyde (37% solution in water) (80 μL, 1.06 mmol) and sodium triacetoxyborohydride (113 mg, 0.53 mmol). The reaction was stirred (rt) for 17 h. The mixture was diluted with dichloromethane and was washed with H2O (1×10 mL). The organic phase was washed with brine, and was dried (Na2SO4) and concentrated. The residue was purified by prepar... Starting materials: ClC1=CC=C(C=C1)C1NCCNC1 (2-(4-chlorophenyl)piperazine), ClC1=CC=C(C=C1)C1NCCNC1 (2-(4-chlorophenyl)piperazine), C(=O)([O-])[O-].[Na+].[Na+] (Na2CO3), IC (ICH3). Solvent: O (water). Product: Cl.Cl.CN1CC(NCC1)C1=CC=C(C=C1)Cl (1-methyl- 3-(4-chlorophenyl)piperazine dihydrochloride). Yield: 20.8%. As a reaction SMILES: [Cl:1][C:2]1[CH:7]=[CH:6][C:5]([CH:8]2[CH2:13][NH:12][CH2:11][CH2:10][NH:9]2)=[CH:4][CH:3]=1.[C:14]([O-])([O-])=O.[Na+].[Na+].IC>O>[ClH:1].[ClH:1].[CH3:14][N:12]1[CH2:11][CH2:10][NH:9][CH:8]([C:5]2[CH:4]=[CH:3][C:2]([Cl:1])=[CH:7][CH:6]=2)[CH2:13]1 |f:1.2.3,6.7.8|. Reported procedure: A mixture of 10 g (0.051 mol) of 2-(4-chlorophenyl)piperazine (comparison product CP 1 of Table IV below; M.p=124° C.) 10.80 g (0.102 mol) of Na2CO3, 7.24 g (0.051 mol) of ICH3 and 100 ml of water is heated under reflux for 6 hours. It is cooled, extraction is carried out with CHCl3 and the chloroform phase is washed with water and dried over MgSO4. It is filtered, the filtrate is evaporated to dryness, the evaporation residue is taken up with CH3OH and the mixture is acidified with a solution o... The reactants are COC(=O)c1oc2c(c(=O)c1C)CSc1ccccc1-2, CO, [Na+], [OH-]. Yields the product Cc1c(C(=O)O)oc2c(c1=O)CSc1ccccc1-2. As a reaction SMILES: [CH3:1][O:2][C:3](=[O:4])[c:5]1[c:6]([CH3:20])[c:7](=[O:19])[c:8]2[c:9]([o:10]1)-[c:11]1[c:12]([cH:15][cH:16][cH:17][cH:18]1)[S:13][CH2:14]2.[CH3:23][OH:24].[Na+:22].[OH-:21]>>[O:2]=[C:3]([OH:4])[c:5]1[c:6]([CH3:20])[c:7](=[O:19])[c:8]2[c:9]([o:10]1)-[c:11]1[c:12]([cH:15][cH:16][cH:17][cH:18]1)[S:13][CH2:14]2. The reactants are O[C@H](C)[C@@H]1[C@@H]2N([C@H](C([C@@H]2C)=O)C(=O)OCC2=CC=C(C=C2)[N+](=O)[O-])C1=O (4-nitrobenzyl (1R,3R,5R,6S)-6-((1R)-1-hydroxyethyl)-1-methyl-2-oxo-1-carbapenam-3-carboxylate), N(=[N+]=[N-])CCSC=1N=CN2C1SC(=C2)[Sn](CCCC)(CCCC)CCCC (7-(2-azidoethyl)thio-2-(tri-n-butylstannyl)imidazo[5,1-b]thiazole). Yields the product N(=[N+]=[N-])CCSC=1N=CN2C1SC(=C2)C=2[C@@H]([C@H]1N(C2C(=O)OCC2=CC=C(C=C2)[N+](=O)[O-])C([C@@H]1[C@@H](C)O)=O)C (4-nitrobenzyl (1S,5R,6S)-2-[7-(2-azidoethyl)thioimidazo[5,1-b]thiazol-2-yl]-6-((1R)-1-hydroxyethyl)-1-methyl-1-carbapen-2-em-3-carboxylate). Yield: 70.0%. As a reaction SMILES: [OH:1][C@@H:2]([C@H:4]1[C:25](=[O:26])[N:6]2[C@@H:7]([C:12]([O:14][CH2:15][C:16]3[CH:21]=[CH:20][C:19]([N+:22]([O-:24])=[O:23])=[CH:18][CH:17]=3)=[O:13])[C:8](=O)[C@H:9]([CH3:10])[C@H:5]12)[CH3:3].[N:27]([CH2:30][CH2:31][S:32][C:33]1[N:34]=[CH:35][N:36]2[CH:40]=[C:39]([Sn](CCCC)(CCCC)CCCC)[S:38][C:37]=12)=[N+:28]=[N-:29]>>[N:27]([CH2:30][CH2:31][S:32][C:33]1[N:34]=[CH:35][N:36]2[CH:40]=[C:39]([C:8]3[C@H:9]([CH3:10])[C@@H:5]4[C@@H:4]([C@H:2]([OH:1])[CH3:3])[C:25](=[O:26])[N:6]4[C:7]=3[C:12]([O:14][CH2:15][C:16]3[CH:21]=[CH:20][C:19]([N+:22]([O-:24])=[O:23])=[CH:18][CH:17]=3)=[O:13])[S:38][C:37]=12)=[N+:28]=[N-:29]. Reported procedure: The procedure of Example 1a) was repeated, except that 3.10 g of 4-nitrobenzyl (1R,3R,5R,6S)-6-((1R)-1-hydroxyethyl)-1-methyl-2-oxo-1-carbapenam-3-carboxylate and 4.62 g of 7-(2-azidoethyl)thio-2-(tri-n-butylstannyl)imidazo[5,1-b]thiazole were used as the starting compounds. Thus, 3.41 g of 4-nitrobenzyl (1S,5R,6S)-2-[7-(2-azidoethyl)thioimidazo[5,1-b]thiazol-2-yl]-6-((1R)-1-hydroxyethyl)-1-methyl-1-carbapen-2-em-3-carboxylate was prepared.